Dataset: the Open Reaction Database (ORD), a public repository of structured organic reaction records. Task: describe an organic reaction: reactants, conditions, products, and yield Reactants: Cc1c(Br)cc(C(C)(C)C)c(O)c1C=O, CN(C)C=O, [H-], CC(C)I, [Na+], O. Product: Cc1c(Br)cc(C(C)(C)C)c(OC(C)C)c1C=O. RXN SMILES: [Br:1][c:2]1[c:3]([CH3:15])[c:4]([CH:5]=[O:6])[c:7]([OH:14])[c:8]([C:10]([CH3:11])([CH3:12])[CH3:13])[cH:9]1.[CH3:23][N:24]([CH3:25])[CH:26]=[O:27].[H-:16].[I:18][CH:19]([CH3:20])[CH3:21].[Na+:17].[OH2:22]>>[Br:1][c:2]1[c:3]([CH3:15])[c:4]([CH:5]=[O:6])[c:7]([O:14][CH:19]([CH3:20])[CH3:21])[c:8]([C:10]([CH3:11])([CH3:12])[CH3:13])[cH:9]1. The reactants are FC=1C(C2=CC3=CC(=CC=C3C2=C(C1)OC)F)=O (2,7-difluoro-4-methoxyfluorenone), C(C1=CC=CC=C1)[NH-] (benzylamide). The reagents and catalysts are [Ti](Cl)(Cl)(Cl)Cl (Titanium tetrachloride). Run in C(Cl)Cl (methylene chloride), C(Cl)Cl (methylene chloride). Run at temperature 24 celsius, time 30 minute. Product: FC1=CC=2C(C3=CC(=CC=C3C2C(=C1)OC)F)=NCC1=CC=CC=C1 (N-(2,7-Difluoro-4-methoxyfluoren-9-ylidene)benzylamine). Yield: 94.0%. RXN SMILES: [F:1][C:2]1[C:3](=O)[C:4]2[C:12](=[C:13]([O:15][CH3:16])[CH:14]=1)[C:11]1[C:6](=[CH:7][C:8]([F:17])=[CH:9][CH:10]=1)[CH:5]=2.[CH2:19]([NH-:26])[C:20]1[CH:25]=[CH:24][CH:23]=[CH:22][CH:21]=1>C(Cl)Cl.[Ti](Cl)(Cl)(Cl)Cl>[F:1][C:2]1[CH:14]=[C:13]([O:15][CH3:16])[C:12]2[C:11]3[C:6](=[CH:7][C:8]([F:17])=[CH:9][CH:10]=3)[C:5](=[N:26][CH2:19][C:20]3[CH:25]=[CH:24][CH:23]=[CH:22][CH:21]=3)[C:4]=2[CH:3]=1. Procedure: Titanium tetrachloride (0.127 mol, 127 mL of a 1.0 M methylene chloride solution) was added dropwise over a 15 minute to a mechanically stirred suspension of 2,7-difluoro-4-methoxyfluorenone (I) (50.0 g, 0.203 mol) and benzylamide (81 g, 0.76 mol) in methylene chloride (1 L) under nitrogen, keeping the temperature below 15° C. The mixture was stirred for 30 min while warming to 24° C., and then filtered through a pad of Florisil, washing with diethyl ether (4 L). The filtrate was concentrated to... Reactants: COC(=O)C(CC(F)(F)CC(C)C)NC(=O)OCc1ccccc1, CO, Cl, C1COCCO1. Product: COC(=O)C(N)CC(F)(F)CC(C)C, Cl. RXN SMILES: [CH3:1][O:2][C:3]([CH:4]([CH2:5][C:6]([CH2:7][CH:8]([CH3:9])[CH3:10])([F:11])[F:12])[NH:13][C:14]([O:15][CH2:16][c:17]1[cH:18][cH:19][cH:20][cH:21][cH:22]1)=[O:23])=[O:24].[CH3:32][OH:33].[ClH:25].[O:26]1[CH2:27][CH2:28][O:29][CH2:30][CH2:31]1>>[CH3:1][O:2][C:3]([CH:4]([CH2:5][C:6]([CH2:7][CH:8]([CH3:9])[CH3:10])([F:11])[F:12])[NH2:13])=[O:24].[ClH:25]. The reactants are ClC1=CC(=C(C=C1)C1=CC=C(C=C1)C(/C=C/C(=O)O)O)C#N (4-(4'-chloro-2'-cyano-4-biphenylyl)-4-hydroxy-crotonic acid), [H][H] (hydrogen), [H][H] (hydrogen). The reagents and catalysts are [Ni] (Raney nickel). Run in C(C)(=O)OCC (ethyl acetate). Product: ClC1=CC(=C(C=C1)C1=CC=C(C=C1)C(CCC(=O)O)O)C#N (4-(4'-Chloro-2'-cyano-4-biphenylyl)-4-hydroxy-butyric acid). RXN SMILES: [Cl:1][C:2]1[CH:7]=[CH:6][C:5]([C:8]2[CH:13]=[CH:12][C:11]([CH:14]([OH:20])/[CH:15]=[CH:16]/[C:17]([OH:19])=[O:18])=[CH:10][CH:9]=2)=[C:4]([C:21]#[N:22])[CH:3]=1.[H][H]>C(OCC)(=O)C.[Ni]>[Cl:1][C:2]1[CH:7]=[CH:6][C:5]([C:8]2[CH:9]=[CH:10][C:11]([CH:14]([OH:20])[CH2:15][CH2:16][C:17]([OH:19])=[O:18])=[CH:12][CH:13]=2)=[C:4]([C:21]#[N:22])[CH:3]=1. Reported procedure: 9.90 gm (0.0316 mol) of 4-(4'-chloro-2'-cyano-4-biphenylyl)-4-hydroxy-crotonic acid in 500 ml of dry ethyl acetate were hydrogenated in the presence of 2.50 gm of Raney nickel, at a hydrogen pressure of 5 atmospheres and at room temperature until the end of hydrogen absorption. After filtering, the filtrate was washed twice with 100 ml of 1% hydrochloric acid each and then with water, dried over sodium sulfate and evaporated in vacuo. The oily, yellowish residue was dissolved in ethyl acetate an... Reactants: CS(=O)(=O)OC1CC(COCCNC(N)=O)N(C(=O)OCc2ccccc2)C1, CO, Cl, [H][H]. Yields the product CS(=O)(=O)OC1CNC(COCCNC(N)=O)C1. Reaction SMILES: [CH2:1]([O:2][C:3](=[O:4])[N:11]1[CH:12]([CH2:21][O:22][CH2:23][CH2:24][NH:25][C:26](=[O:27])[NH2:28])[CH2:13][CH:14]([O:16][S:17](=[O:18])(=[O:19])[CH3:20])[CH2:15]1)[c:5]1[cH:6][cH:7][cH:8][cH:9][cH:10]1.[CH3:32][OH:33].[ClH:29].[H:30][H:31]>>[NH:11]1[CH:12]([CH2:21][O:22][CH2:23][CH2:24][NH:25][C:26](=[O:27])[NH2:28])[CH2:13][CH:14]([O:16][S:17](=[O:18])(=[O:19])[CH3:20])[CH2:15]1. Reactants: CO, CCOC(C)=O, CCOCC, Cl, [F-], COc1cc(O[Si](C)(C)C(C)(C)C(C)C)c2c(c1C)C(=O)OCCCCC(=S)NC(c1nc(CN)no1)CSC2, [NH4+]. The product is Cl, COc1cc(O)c2c(c1C)C(=O)OCCCCC(=S)NC(c1nc(CN)no1)CSC2. As a reaction SMILES: [CH3:44][OH:45].[CH3:46][CH2:47][O:48][C:49](=[O:50])[CH3:51].[CH3:52][CH2:53][O:54][CH2:55][CH3:56].[ClH:43].[F-:41].[NH2:1][CH2:2][c:3]1[n:4][o:5][c:6]([CH:8]2[CH2:9][S:10][CH2:11][c:12]3[c:13]([c:24]([CH3:40])[c:25]([O:38][CH3:39])[cH:26][c:27]3[O:28][Si:29]([CH3:30])([CH3:31])[C:32]([CH3:33])([CH3:34])[CH:35]([CH3:36])[CH3:37])[C:14](=[O:23])[O:15][CH2:16][CH2:17][CH2:18][CH2:19][C:20](=[S:22])[NH:21]2)[n:7]1.[NH4+:42]>>[ClH:43].[NH2:1][CH2:2][c:3]1[n:4][o:5][c:6]([CH:8]2[CH2:9][S:10][CH2:11][c:12]3[c:13]([c:24]([CH3:40])[c:25]([O:38][CH3:39])[cH:26][c:27]3[OH:28])[C:14](=[O:23])[O:15][CH2:16][CH2:17][CH2:18][CH2:19][C:20](=[S:22])[NH:21]2)[n:7]1. Reactants: CC1=C(CCl)C=CC=C1 (2-methylbenzyl chloride), N1(CCNCC1)C(=S)SC (methyl 1-piperazinecarbodithioate), C([O-])([O-])=O.[Na+].[Na+] (sodium carbonate). Solvent: C(C)O (ethanol). Product: CC1=C(CN2CCN(CC2)C(=S)SC)C=CC=C1 (methyl 4-(2-methylbenzyl)-1-piperazinecarbodithioate). Isolated yield 28.2%. As a reaction SMILES: [CH3:1][C:2]1[CH:9]=[CH:8][CH:7]=[CH:6][C:3]=1[CH2:4]Cl.[N:10]1([C:16]([S:18][CH3:19])=[S:17])[CH2:15][CH2:14][NH:13][CH2:12][CH2:11]1.C(=O)([O-])[O-].[Na+].[Na+]>C(O)C>[CH3:1][C:2]1[CH:9]=[CH:8][CH:7]=[CH:6][C:3]=1[CH2:4][N:13]1[CH2:14][CH2:15][N:10]([C:16]([S:18][CH3:19])=[S:17])[CH2:11][CH2:12]1 |f:2.3.4|. Reported procedure: 1.405 g (10 mmol.) of 2-methylbenzyl chloride, 1.76 g (10 mmol.) of methyl 1-piperazinecarbodithioate, 1.06 g (10 mmol.) of anhydrous sodium carbonate and 14 ml of ethanol. The mixture was refluxed under heating for 2.5 hours. Ethanol was distilled off under reduced pressure. The residue was mixed with water and ether. The organic solvent portion was taken out, and to the portion was added 15 ml of 3-N hydrochloric acid. The aqueous portion was neutralized with 1-N aqueous sodium hydroxide solut... Starting materials: COc1cccc2occ(COc3cccc4[nH]c(C(=O)NC5CCN(CC6CCCN7CCCCC67)CC5)cc34)c12, Cl, Cl, Cl, NC1CCN(CCN2CCC(O)CC2)CC1. Yields the product COc1cccc2occ(COc3cccc4[nH]c(C(=O)NC5CCN(CCN6CCC(O)CC6)CC5)cc34)c12. Reaction SMILES: [CH:1]1([CH2:11][N:12]2[CH2:13][CH2:14][CH:15]([NH:18][C:19](=[O:20])[c:21]3[nH:22][c:23]4[cH:24][cH:25][cH:26][c:27]([O:30][CH2:31][c:32]5[cH:33][o:34][c:35]6[c:36]5[c:37]([O:41][CH3:42])[cH:38][cH:39][cH:40]6)[c:28]4[cH:29]3)[CH2:16][CH2:17]2)[CH:2]2[N:3]([CH2:4][CH2:5][CH2:6][CH2:7]2)[CH2:8][CH2:9][CH2:10]1.[ClH:43].[ClH:44].[ClH:45].[NH2:46][CH:47]1[CH2:48][CH2:49][N:50]([CH2:51][CH2:52][N:55]2[CH2:56][CH2:57][CH:58]([OH:61])[CH2:59][CH2:60]2)[CH2:53][CH2:54]1>>[CH2:1]([CH2:11][N:12]1[CH2:13][CH2:14][CH:15]([NH:18][C:19](=[O:20])[c:21]2[nH:22][c:23]3[cH:24][cH:25][cH:26][c:27]([O:30][CH2:31][c:32]4[cH:33][o:34][c:35]5[c:36]4[c:37]([O:41][CH3:42])[cH:38][cH:39][cH:40]5)[c:28]3[cH:29]2)[CH2:16][CH2:17]1)[N:55]1[CH2:56][CH2:57][CH:58]([OH:61])[CH2:59][CH2:60]1. Reactants: C=CCNC(C)=O, OCCS. Yields the product CC(=O)NCCCSCCO. Reaction SMILES: [CH2:1]([CH:2]=[CH2:3])[NH:4][C:5]([CH3:6])=[O:7].[OH:8][CH2:9][CH2:10][SH:11]>>[CH2:1]([CH2:2][CH2:3][S:11][CH2:10][CH2:9][OH:8])[NH:4][C:5]([CH3:6])=[O:7]. Reported procedure: In a manner similar to that of W. S. Johnson and H. J. Glenn, J. Am. Chem. Soc., 71, 1092 (1949), the reaction of 3-(3-chloro[1,1'-biphenyl]-2-yl)propanoyl chloride (5.3 grams, 0.019 mole), aluminum chloride (3.33 grams, 0.025 mole) and benzene (125 ml) gave a brown oil. The oil was subjected to column chromatography on silica gel and eluted with 9:1 chloroform:petroleum ether to give 8-chloro-6,7-dihydro-5H-dibenzo[a,c]cycloheptene-5-one as a solid. The product is ClC1=CC=CC=2C3=C(C(CCC21)=O)C=CC=C3 (8-chloro-6,7-dihydro-5H-dibenzo[a,c]cycloheptene-5-one). Solvent: C1=CC=CC=C1 (benzene). As a reaction SMILES: [Cl:1][C:2]1[C:3]([CH2:14][CH2:15][C:16](Cl)=[O:17])=[C:4]([C:8]2[CH:13]=[CH:12][CH:11]=[CH:10][CH:9]=2)[CH:5]=[CH:6][CH:7]=1.[Cl-].[Al+3].[Cl-].[Cl-]>C1C=CC=CC=1>[Cl:1][C:2]1[C:3]2[CH2:14][CH2:15][C:16](=[O:17])[C:9]3[CH:10]=[CH:11][CH:12]=[CH:13][C:8]=3[C:4]=2[CH:5]=[CH:6][CH:7]=1 |f:1.2.3.4|. Starting materials: ClC=1C(=C(C=CC1)C1=CC=CC=C1)CCC(=O)Cl (3-(3-chloro[1,1'-biphenyl]-2-yl)propanoyl chloride), [Cl-].[Al+3].[Cl-].[Cl-] (aluminum chloride).